Dataset: the Open Reaction Database (ORD), a public repository of structured organic reaction records. Task: describe an organic reaction: reactants, conditions, products, and yield Reactants: O=C([O-])[O-], CC(=O)Nc1ncc(Br)s1, CN(C)C=O, [K+], [K+], Oc1cccnc1S. Product: CC(=O)Nc1ncc(Sc2ncccc2O)s1. RXN SMILES: [C:19](=[O:20])([O-:21])[O-:22].[C:1]([CH3:2])(=[O:3])[NH:4][c:5]1[s:6][c:7]([Br:10])[cH:8][n:9]1.[CH3:25][N:26]([CH3:27])[CH:28]=[O:29].[K+:23].[K+:24].[OH:11][c:12]1[c:13]([SH:18])[n:14][cH:15][cH:16][cH:17]1>>[C:1]([CH3:2])(=[O:3])[NH:4][c:5]1[s:6][c:7]([S:18][c:13]2[c:12]([OH:11])[cH:17][cH:16][cH:15][n:14]2)[cH:8][n:9]1. The reactants are [K] (potassium), OC=1C=CC(=NC1)C (5-hydroxy-2-methylpyridine), BrC1=C(C=CC=C1)Cl (o-bromochlorobenzene). The reagents and catalysts are [Cu] (copper). Run in CN(C=O)C (dimethylformamide), CO (methanol). Product: ClC1=C(OC=2C=CC(=NC2)C)C=CC=C1 (5-(o-chlorophenoxy)-2-methylpyridine). Reaction SMILES: [K].[OH:2][C:3]1[CH:4]=[CH:5][C:6]([CH3:9])=[N:7][CH:8]=1.Br[C:11]1[CH:16]=[CH:15][CH:14]=[CH:13][C:12]=1[Cl:17]>CN(C)C=O.CO.[Cu]>[Cl:17][C:12]1[CH:13]=[CH:14][CH:15]=[CH:16][C:11]=1[O:2][C:3]1[CH:4]=[CH:5][C:6]([CH3:9])=[N:7][CH:8]=1 |^1:0|. Reported procedure: 4 g of a potassium salt of 5-hydroxy-2-methylpyridine, 5.2 g of o-bromochlorobenzene and 250 mg of a copper powder were suspended in 10 ml of dimethylformamide, and the mixture was allowed to react in a nitrogen gas stream at 115° C. for 23 hours under stirring. The reaction mixture was diluted with 70 ml of methanol and filtered. The filtrate was dried to a solid, and 120 ml of chloroform was added to the residue. The mixture was washed with 70 ml of an aqueous sodium hydroxide solution at pH o... The reactants are OC1=CC=2C=C3N(C2C=C1)CCC3CC(=O)OC(C)(C)C (tert-butyl 2-(7-hydroxy-2,3-dihydro-1H-pyrrolo[1,2-a]indol-1-yl)acetate), ClC1=C(C=CC(=C1)CCl)OC(CF)CF (2-chloro-4-(chloromethyl)-1-(1,3-difluoropropan-2-yloxy)benzene), 114. Yields the product ClC=1C=C(COC2=CC=3C=C4N(C3C=C2)CCC4CC(=O)O)C=CC1OC(CF)CF (2-(7-(3-Chloro-4-(1,3-difluoropropan-2-yloxy)benzyloxy)-2,3-dihydro-1H-pyrrolo[1,2-a]indol-1-yl)acetic Acid). Reaction SMILES: [OH:1][C:2]1[CH:10]=[CH:9][C:8]2[N:7]3[CH2:11][CH2:12][CH:13]([CH2:14][C:15]([O:17]C(C)(C)C)=[O:16])[C:6]3=[CH:5][C:4]=2[CH:3]=1.[Cl:22][C:23]1[CH:28]=[C:27]([CH2:29]Cl)[CH:26]=[CH:25][C:24]=1[O:31][CH:32]([CH2:35][F:36])[CH2:33][F:34]>>[Cl:22][C:23]1[CH:28]=[C:27]([CH:26]=[CH:25][C:24]=1[O:31][CH:32]([CH2:35][F:36])[CH2:33][F:34])[CH2:29][O:1][C:2]1[CH:10]=[CH:9][C:8]2[N:7]3[CH2:11][CH2:12][CH:13]([CH2:14][C:15]([OH:17])=[O:16])[C:6]3=[CH:5][C:4]=2[CH:3]=1. Procedure: From tert-butyl 2-(7-hydroxy-2,3-dihydro-1H-pyrrolo[1,2-a]indol-1-yl)acetate and 2-chloro-4-(chloromethyl)-1-(1,3-difluoropropan-2-yloxy)benzene, the title compound was prepared using a similar method to the one described in Example 1.48, Step B. LCMS m/z=450.1 [M+H]+; 114 NMR (400 MHz, CDCl3) δ ppm 2.27-2.36 (m, 1H), 2.67 (dd, J=16.4, 8.4 Hz, 1H), 2.87-2.97 (m, 2H), 3.75 (quintet, J=7.4 Hz, 1H), 3.98-4.05 (m, 1H), 4.15 (ddd, J=9.9, 8.6, 4.1 Hz, 1H), 4.56-4.69 (m, 3H), 4.75-4.78 (m, 2H), 5.00 (s...